The task is: describe an organic reaction: reactants, conditions, products, and yield. This data is from the Open Reaction Database (ORD), a public repository of structured organic reaction records. Reported procedure: The title compound was prepared in the same manner as described in example 121 using 1-(1,1-dimethylethyl)-3-methyl-6-[3-pyridinyl]-1H-pyrazolo[3,4-b]pyridine-4-carboxylic acid (58 mg, 0.167 mmol), 3-(aminomethyl)-4,6-dimethyl-2(1H)-pyridinone (47 mg, 0.251 mmol), N-methylmorpholine (0.092 mL, 0.836 mmol), 1-hydroxy-7-azabenzotriazole (46 mg, 0.334 mmol), EDC (64 mg, 0.334 mmol), and DMSO (1 mL). The product was collected as 73 mg (96%). LCMS E-S (M+H)=445.1. 1H NMR (400 MHz, DMSO-d6) δ ppm 1.81... Yields the product CC(C)(C)N1N=C(C2=C1N=C(C=C2C(=O)NCC=2C(NC(=CC2C)C)=O)C=2C=NC=CC2)C (1-(1,1-Dimethylethyl)-N-[(4,6-dimethyl-2-oxo-1,2-dihydro-3-pyridinyl)methyl]-3-methyl-6-(3-pyridinyl)-1H-pyrazolo[3,4-b]pyridine-4-carboxamide). The reactants are CC(C)(C)N1N=C(C2=C1N=C(C=C2C(=O)O)C=2C=NC=CC2)C (1-(1,1-dimethylethyl)-3-methyl-6-[3-pyridinyl]-1H-pyrazolo[3,4-b]pyridine-4-carboxylic acid), ON1N=NC2=C1N=CC=C2 (1-hydroxy-7-azabenzotriazole), C(CCl)Cl (EDC), NCC=1C(NC(=CC1C)C)=O (3-(aminomethyl)-4,6-dimethyl-2(1H)-pyridinone), CN1CCOCC1 (N-methylmorpholine). As a reaction SMILES: [CH3:1][C:2]([N:5]1[C:9]2[N:10]=[C:11]([C:17]3[CH:18]=[N:19][CH:20]=[CH:21][CH:22]=3)[CH:12]=[C:13]([C:14](O)=[O:15])[C:8]=2[C:7]([CH3:23])=[N:6]1)([CH3:4])[CH3:3].[NH2:24][CH2:25][C:26]1[C:27](=[O:34])[NH:28][C:29]([CH3:33])=[CH:30][C:31]=1[CH3:32].CN1CCOCC1.ON1C2N=CC=CC=2N=N1.C(Cl)CCl>CS(C)=O>[CH3:3][C:2]([N:5]1[C:9]2[N:10]=[C:11]([C:17]3[CH:18]=[N:19][CH:20]=[CH:21][CH:22]=3)[CH:12]=[C:13]([C:14]([NH:24][CH2:25][C:26]3[C:27](=[O:34])[NH:28][C:29]([CH3:33])=[CH:30][C:31]=3[CH3:32])=[O:15])[C:8]=2[C:7]([CH3:23])=[N:6]1)([CH3:4])[CH3:1]. The solvent is CS(=O)C (DMSO). Reported procedure: The 2,6-difluoro-N1-(3-(9-(tetrahydro-2H-pyran-2-yl)-9H-purin-6-yl)pyridin-2-yl)benzene-1,3-diamine (20 mg, 0.047 mmol) prepared at Step 9 was added and dissolved into dichloromethane solvent. chromane-8-sulfonyl chloride (16 mg, 0.07 mmol) and pyridine (8 uL, 0.094 mmol) were added into the reaction solution and stirred at 50° C. for 2 hours. After the reaction, the reactant was washed with 1N aqueous hydrochloric acid solution and salt water. After extraction with dichloromethane, the organic ... The reactants are FC1=C(C(=CC=C1N)F)NC1=NC=CC=C1C1=C2N=CN(C2=NC=N1)C1OCCCC1 (2,6-difluoro-N1-(3-(9-(tetrahydro-2H-pyran-2-yl)-9H-purin-6-yl)pyridin-2-yl)benzene-1,3-diamine), O1CCCC2=CC=CC(=C12)S(=O)(=O)Cl (chromane-8-sulfonyl chloride), N1=CC=CC=C1 (pyridine). RXN SMILES: [F:1][C:2]1[C:7]([NH2:8])=[CH:6][CH:5]=[C:4]([F:9])[C:3]=1[NH:10][C:11]1[C:16]([C:17]2[N:25]=[CH:24][N:23]=[C:22]3[C:18]=2[N:19]=[CH:20][N:21]3[CH:26]2[CH2:31][CH2:30][CH2:29][CH2:28][O:27]2)=[CH:15][CH:14]=[CH:13][N:12]=1.[O:32]1[C:41]2[C:36](=[CH:37][CH:38]=[CH:39][C:40]=2[S:42](Cl)(=[O:44])=[O:43])[CH2:35][CH2:34][CH2:33]1.N1C=CC=CC=1>ClCCl>[F:1][C:2]1[C:3]([NH:10][C:11]2[C:16]([C:17]3[N:25]=[CH:24][N:23]=[C:22]4[C:18]=3[N:19]=[CH:20][N:21]4[CH:26]3[CH2:31][CH2:30][CH2:29][CH2:28][O:27]3)=[CH:15][CH:14]=[CH:13][N:12]=2)=[C:4]([F:9])[CH:5]=[CH:6][C:7]=1[NH:8][S:42]([C:40]1[CH:39]=[CH:38][CH:37]=[C:36]2[C:41]=1[O:32][CH2:33][CH2:34][CH2:35]2)(=[O:43])=[O:44]. Run in ClCCl (dichloromethane). Reaction conditions: temperature 50 celsius, time 2 hour. The product is FC1=C(C=CC(=C1NC1=NC=CC=C1C1=C2N=CN(C2=NC=N1)C1OCCCC1)F)NS(=O)(=O)C=1C=CC=C2CCCOC12 (N-(2,4-difluoro-3-(3-(9-(tetrahydro-2H-pyran-2-yl)-9H-purin-6-yl)pyridin-2-ylamino)phenyl)chromane-8-sulfonamide). The reactants are C(C)OC(=O)C1=CN=C(O1)NC1=CC(=CC=C1)C(C)NC1=NC=NC2=C(C=CC=C12)C(N)=O (2-{3-[1-(8-Carbamoyl-quinazolin-4-ylamino)-ethyl]-phenylamino}-oxazole-5-carboxylic acid ethyl ester), [OH-].[Na+] (NaOH). The product is C(N)(=O)C=1C=CC=C2C(=NC=NC12)NC(C)C=1C=C(C=CC1)NC=1OC(=CN1)C(=O)O (2-{3-[1-(8-Carbamoyl-quinazolin-4-ylamino)-ethyl]-phenylamino}-oxazole-5-carboxylic acid). Reaction SMILES: C([O:3][C:4]([C:6]1[O:10][C:9]([NH:11][C:12]2[CH:17]=[CH:16][CH:15]=[C:14]([CH:18]([NH:20][C:21]3[C:30]4[C:25](=[C:26]([C:31](=[O:33])[NH2:32])[CH:27]=[CH:28][CH:29]=4)[N:24]=[CH:23][N:22]=3)[CH3:19])[CH:13]=2)=[N:8][CH:7]=1)=[O:5])C.[OH-].[Na+]>>[C:31]([C:26]1[CH:27]=[CH:28][CH:29]=[C:30]2[C:25]=1[N:24]=[CH:23][N:22]=[C:21]2[NH:20][CH:18]([C:14]1[CH:13]=[C:12]([NH:11][C:9]2[O:10][C:6]([C:4]([OH:5])=[O:3])=[CH:7][N:8]=2)[CH:17]=[CH:16][CH:15]=1)[CH3:19])(=[O:33])[NH2:32] |f:1.2|. Procedure: The ester was hydrolyzed with 1N NaOH at 60° C. for 2 h to get the title compound. LCMS (M+1) 419. Starting materials: CC(C)(C)[Si](C)(C)OC1CCN(C(c2ccccc2)(c2ccccc2)c2ccccc2)CC1=CCO, ClCCl. The product is CC(C)(C)[Si](C)(C)OC1CCN(C(c2ccccc2)(c2ccccc2)c2ccccc2)CC1=CC=O. RXN SMILES: [C:1]([CH3:2])([CH3:3])([CH3:4])[Si:5]([O:6][CH:7]1[C:8](=[CH:32][CH2:33][OH:34])[CH2:9][N:10]([C:13]([c:14]2[cH:15][cH:16][cH:17][cH:18][cH:19]2)([c:20]2[cH:21][cH:22][cH:23][cH:24][cH:25]2)[c:26]2[cH:27][cH:28][cH:29][cH:30][cH:31]2)[CH2:11][CH2:12]1)([CH3:35])[CH3:36].[Cl:37][CH2:38][Cl:39]>>[C:1]([CH3:2])([CH3:3])([CH3:4])[Si:5]([O:6][CH:7]1[C:8](=[CH:32][CH:33]=[O:34])[CH2:9][N:10]([C:13]([c:14]2[cH:15][cH:16][cH:17][cH:18][cH:19]2)([c:20]2[cH:21][cH:22][cH:23][cH:24][cH:25]2)[c:26]2[cH:27][cH:28][cH:29][cH:30][cH:31]2)[CH2:11][CH2:12]1)([CH3:35])[CH3:36]. Starting materials: OC=1C=NC2=CC=CC=C2C1C(=O)OC (Methyl 3-hydroxycinchoninate), C([O-])([O-])=O.[K+].[K+] (potassium carbonate), CI (methyl iodide). Solvent: O (water), CC(=O)C (acetone). Reaction conditions: time 8 hour. Yields the product COC=1C=NC2=CC=CC=C2C1C(=O)OC (methyl 3-methoxycinchoninate). As a reaction SMILES: [OH:1][C:2]1[CH:3]=[N:4][C:5]2[C:10]([C:11]=1[C:12]([O:14][CH3:15])=[O:13])=[CH:9][CH:8]=[CH:7][CH:6]=2.[C:16](=O)([O-])[O-].[K+].[K+].CI>CC(C)=O.O>[CH3:16][O:1][C:2]1[CH:3]=[N:4][C:5]2[C:10]([C:11]=1[C:12]([O:14][CH3:15])=[O:13])=[CH:9][CH:8]=[CH:7][CH:6]=2 |f:1.2.3|. Procedure details: Methyl 3-hydroxycinchoninate, (J. Org. Chem. 1953, 18, 552) (1.53 g, 7.54 mmol), potassium carbonate (1.15 g, 8.29 mmol) in acetone (11 ml) was treated with methyl iodide (470 uL, 7.54 mmol) was stirred at RT under nitrogen overnight. The mixture diluted with water and extracted into DCM and washed with satd. sodium thiosulfate solution. The organics were dried over Na2SO4 and concentrated. Material purified by SGC (Combi flash, 10-50% EtOAc-hexanes over 40 minutes) gave methyl 3-methoxycinchoni... Reactants: Cc1c(B2OC(C)(C)C(C)(C)O2)ccc2c1NCCO2, CN(C)C=O, CCOC(C)=O, CI. The product is Cc1c(B2OC(C)(C)C(C)(C)O2)ccc2c1N(C)CCO2. As a reaction SMILES: [CH3:1][c:2]1[c:3]([B:12]2[O:13][C:14]([CH3:19])([CH3:20])[C:15]([CH3:17])([CH3:18])[O:16]2)[cH:4][cH:5][c:6]2[c:11]1[NH:10][CH2:9][CH2:8][O:7]2.[CH3:23][N:24]([CH3:25])[CH:26]=[O:27].[CH3:28][CH2:29][O:30][C:31](=[O:32])[CH3:33].[I:21][CH3:22]>>[CH3:1][c:2]1[c:3]([B:12]2[O:13][C:14]([CH3:19])([CH3:20])[C:15]([CH3:17])([CH3:18])[O:16]2)[cH:4][cH:5][c:6]2[c:11]1[N:10]([CH3:22])[CH2:9][CH2:8][O:7]2. Starting materials: CN(C)CCCl, Cl, [H-], O=[N+]([O-])c1ccc2c(c1)NCCO2, [Na+], CN(C)C=O. Product: CN(C)CCN1CCOc2ccc([N+](=O)[O-])cc21. As a reaction SMILES: [Cl:17][CH2:18][CH2:19][N:20]([CH3:21])[CH3:22].[ClH:16].[H-:14].[N+:1](=[O:2])([O-:3])[c:4]1[cH:5][c:6]2[c:7]([cH:12][cH:13]1)[O:8][CH2:9][CH2:10][NH:11]2.[Na+:15].[O:23]=[CH:24][N:25]([CH3:26])[CH3:27]>>[N+:1](=[O:2])([O-:3])[c:4]1[cH:5][c:6]2[c:7]([cH:12][cH:13]1)[O:8][CH2:9][CH2:10][N:11]2[CH2:18][CH2:19][N:20]([CH3:21])[CH3:22].